Task: describe an organic reaction: reactants, conditions, products, and yield. Dataset: the Open Reaction Database (ORD), a public repository of structured organic reaction records Reactants: CO, Clc1ccc(-c2cccc(Cc3c[nH]cn3)c2)cc1, [H][H], [Pd]. Yields the product c1ccc(-c2cccc(Cc3c[nH]cn3)c2)cc1. As a reaction SMILES: [CH3:22][OH:23].[Cl:1][c:2]1[cH:3][cH:4][c:5](-[c:8]2[cH:9][c:10]([CH2:14][c:15]3[n:16][cH:17][nH:18][cH:19]3)[cH:11][cH:12][cH:13]2)[cH:6][cH:7]1.[H:20][H:21].[Pd:24]>>[cH:2]1[cH:3][cH:4][c:5](-[c:8]2[cH:9][c:10]([CH2:14][c:15]3[n:16][cH:17][nH:18][cH:19]3)[cH:11][cH:12][cH:13]2)[cH:6][cH:7]1. Starting materials: O1CCN(CC1)CC=CCO (4-morpholinobut-2-en-1-ol), N(=NC(=O)OCC)C(=O)OCC (diethyl azodicarboxylate), OC1=CC=C2C(=NC=NC2=C1)SC (7-hydroxy-4-methylsulphanylquinazoline), C1(=CC=CC=C1)P(C1=CC=CC=C1)C1=CC=CC=C1 (triphenylphosphine). Solvent: C(Cl)Cl (methylene chloride). Product: CSC1=NC=NC2=CC(=CC=C12)OCC=CCN1CCOCC1 (4-methylsulphanyl-7-(4-morpholinobut-2-en-1-yloxy)quinazoline). The yield is 55.5%. As a reaction SMILES: [O:1]1[CH2:6][CH2:5][N:4]([CH2:7][CH:8]=[CH:9][CH2:10][OH:11])[CH2:3][CH2:2]1.O[C:13]1[CH:22]=[C:21]2[C:16]([C:17]([S:23][CH3:24])=[N:18][CH:19]=[N:20]2)=[CH:15][CH:14]=1.C1(P(C2C=CC=CC=2)C2C=CC=CC=2)C=CC=CC=1.N(C(OCC)=O)=NC(OCC)=O>C(Cl)Cl>[CH3:24][S:23][C:17]1[C:16]2[C:21](=[CH:22][C:13]([O:11][CH2:10][CH:9]=[CH:8][CH2:7][N:4]3[CH2:5][CH2:6][O:1][CH2:2][CH2:3]3)=[CH:14][CH:15]=2)[N:20]=[CH:19][N:18]=1. Procedure: Using a procedure analogous to the one described for the synthesis of the starting material in Example 16, 4-morpholinobut-2-en-1-ol (1.27 g, 8.13 mmol), (J. Med. Chem. 1972, 15, 110-112), was reacted with 7-hydroxy-4-methylsulphanylquinazoline (1.2 g, 6.25 mmol), (prepared as described for the starting material in Example 8), in methylene chloride (30 ml) in the presence of triphenylphosphine (4.09 g, 1.56 mmol) and diethyl azodicarboxylate (2.46 ml, 1.56 mmol) to give 4-methylsulphanyl-7-(4-mo... Starting materials: BrC1=C(NC2=CC=CC=C12)C(=O)OCC (ethyl 3-bromo-1H-indole-2-carboxylate), BrCC1=CC=C(C=C1)OC (1-(bromomethyl)-4-methoxybenzene), C(=O)([O-])[O-].[Cs+].[Cs+] (Cs2CO3). Run in CN(C=O)C (N,N-dimethylformamide), CCOCC (ether), O (water). Run at time 8 hour. Product: BrC1=C(N(C2=CC=CC=C12)CC1=CC=C(C=C1)OC)C(=O)OCC (ethyl 3-bromo-1-(4-methoxybenzyl)-1H-indole-2-carboxylate). Reaction SMILES: [Br:1][C:2]1[C:10]2[C:5](=[CH:6][CH:7]=[CH:8][CH:9]=2)[NH:4][C:3]=1[C:11]([O:13][CH2:14][CH3:15])=[O:12].Br[CH2:17][C:18]1[CH:23]=[CH:22][C:21]([O:24][CH3:25])=[CH:20][CH:19]=1.C([O-])([O-])=O.[Cs+].[Cs+]>CN(C)C=O.CCOCC.O>[Br:1][C:2]1[C:10]2[C:5](=[CH:6][CH:7]=[CH:8][CH:9]=2)[N:4]([CH2:17][C:18]2[CH:23]=[CH:22][C:21]([O:24][CH3:25])=[CH:20][CH:19]=2)[C:3]=1[C:11]([O:13][CH2:14][CH3:15])=[O:12] |f:2.3.4|. Procedure: To a solution of EXAMPLE 101A (5.9 g) in N,N-dimethylformamide (50 mL) was added 1-(bromomethyl)-4-methoxybenzene (4.85 g) and Cs2CO3 (25 g). The mixture was stirred overnight at room temperature. The mixture was diluted with ether (300 mL) and water (200 mL). The aqueous layer was extracted with ether twice. The combined extracts were washed with water (×3), brine and dried over Na2SO4. Concentration of the solvent gave EXAMPLE 101B. Reactants: [Cl-] (chloride), ClC=1C=C(C(=O)O)C=CC1C (3-chloro,4-methylbenzoic acid), C(C)(CC)NC(C)CC (di-sec.butylamine). Solvent: C6H, C1=CC=CC=C1 (benzene), C(C)N(CC)CC (triethylamine). Product: ClC=1C=C(C(=O)N(C(C)CC)C(C)CC)C=CC1C (3-chloro,4-methyl-N,N-di-sec.butyl-benzamide). Reaction SMILES: [Cl-].[Cl:2][C:3]1[CH:4]=[C:5]([CH:9]=[CH:10][C:11]=1[CH3:12])[C:6]([OH:8])=O.[CH:13]([NH:17][CH:18]([CH2:20][CH3:21])[CH3:19])([CH2:15][CH3:16])[CH3:14]>C1C=CC=CC=1.C(N(CC)CC)C>[Cl:2][C:3]1[CH:4]=[C:5]([CH:9]=[CH:10][C:11]=1[CH3:12])[C:6]([N:17]([CH:18]([CH2:20][CH3:21])[CH3:19])[CH:13]([CH2:15][CH3:16])[CH3:14])=[O:8]. Procedure details: To these 17.9 g of the chloride of 3-chloro,4-methylbenzoic acid, dissolved in 60 ml of anhydrous benzene, were added 12.9 g of di-sec.butylamine dissolved in 15 ml of anhydrous C6H 6 and 12.3 g of triethylamine. The whole was then boiled to reflux temperature for 1 hour and was then left to cool down to room temperature. The reaction mass was then concentrated to dryness under reduced pressure. The residue was washed with acidulated H2O, with H2O and extracted with ethyl ether. The etheral extr... Starting materials: CC(C(=O)O)(CC1=CC=C(C=C1)OCC(NCCC1=CC=C(C=C1)OC1=CC=CC=C1)=O)OC1=CC=CC=C1 (2-Methyl-2-phenoxy-3-(4-{[2-(4-phenoxy-phenyl)-ethylcarbamoyl]-methoxy}-phenyl)-propionic acid), C(C)OC(C(CC1=CC=C(C=C1)O)(C)OC1=CC=C(C=C1)F)=O (2-(4-Fluoro-phenoxy)-3-(4-hydroxy-phenyl)-2-methyl-propionic acid ethyl ester). The product is FC1=CC=C(OC(C(=O)O)(CC2=CC=C(C=C2)OCC(NCCC2=CC=C(C=C2)OC2=CC=CC=C2)=O)C)C=C1 (2-(4-Fluoro-phenoxy)-2-methyl-3-(4-{[2-(4-phenoxy-phenyl)-ethylcarbamoyl]-methoxy}-phenyl)-propionic acid). As a reaction SMILES: [CH3:1][C:2]([O:33][C:34]1[CH:39]=[CH:38][CH:37]=[CH:36][CH:35]=1)([CH2:6][C:7]1[CH:12]=[CH:11][C:10]([O:13][CH2:14][C:15](=[O:32])[NH:16][CH2:17][CH2:18][C:19]2[CH:24]=[CH:23][C:22]([O:25][C:26]3[CH:31]=[CH:30][CH:29]=[CH:28][CH:27]=3)=[CH:21][CH:20]=2)=[CH:9][CH:8]=1)[C:3]([OH:5])=[O:4].C(OC(=O)C(OC1C=CC([F:61])=CC=1)(C)CC1C=CC(O)=CC=1)C>>[F:61][C:37]1[CH:36]=[CH:35][C:34]([O:33][C:2]([CH3:1])([CH2:6][C:7]2[CH:8]=[CH:9][C:10]([O:13][CH2:14][C:15](=[O:32])[NH:16][CH2:17][CH2:18][C:19]3[CH:24]=[CH:23][C:22]([O:25][C:26]4[CH:27]=[CH:28][CH:29]=[CH:30][CH:31]=4)=[CH:21][CH:20]=3)=[CH:11][CH:12]=2)[C:3]([OH:5])=[O:4])=[CH:39][CH:38]=1. Reported procedure: The title compound was prepared using same method for 2-Methyl-2-phenoxy-3-(4-{[2-(4-phenoxy-phenyl)-ethylcarbamoyl]-methoxy}-phenyl)-propionic acid from 2-(4-Fluoro-phenoxy)-3-(4-hydroxy-phenyl)-2-methyl-propionic acid ethyl ester.